Task: describe an organic reaction: reactants, conditions, products, and yield. Dataset: the Open Reaction Database (ORD), a public repository of structured organic reaction records Starting materials: ClC=1C=C(N)C=C(C1O)Cl (3,5-dichloro-4-hydroxyaniline), ClC1=NC=C(C=C1Cl)OC(F)F (2,3-dichloro-5-difluoromethoxypyridine), C([O-])([O-])=O.[K+].[K+] (potassium carbonate). Run in CS(=O)C (dimethyl sulfoxide). Yields the product ClC=1C(=NC=C(C1)OC(F)F)OC1=C(C=C(N)C=C1Cl)Cl (4-(3-chloro-5-difluoromethoxy-2-pyridyloxy)-3,5-dichloroaniline). Reaction SMILES: [Cl:1][C:2]1[CH:3]=[C:4]([CH:6]=[C:7]([Cl:10])[C:8]=1[OH:9])[NH2:5].Cl[C:12]1[C:17]([Cl:18])=[CH:16][C:15]([O:19][CH:20]([F:22])[F:21])=[CH:14][N:13]=1.C(=O)([O-])[O-].[K+].[K+]>CS(C)=O>[Cl:18][C:17]1[C:12]([O:9][C:8]2[C:2]([Cl:1])=[CH:3][C:4]([NH2:5])=[CH:6][C:7]=2[Cl:10])=[N:13][CH:14]=[C:15]([O:19][CH:20]([F:22])[F:21])[CH:16]=1 |f:2.3.4|. Procedure: 9.26 g (52 mmol) of 3,5-dichloro-4-hydroxyaniline, 10.1 g (50 mmol) of 2,3-dichloro-5-difluoromethoxypyridine and 10.4 g of anhydrous potassium carbonate were stirred for 15 hours at 105° C. under argon in 50 ml of anhydrous dimethyl sulfoxide. The dimethyl sulfoxide was then removed by distillation, and the residue was taken up in 100 ml of ether, washed twice with 30 ml of 5% strength potassium carbonate solution and with water until neutral and concentrated by evaporation.